Dataset: the Open Reaction Database (ORD), a public repository of structured organic reaction records. Task: describe an organic reaction: reactants, conditions, products, and yield The reactants are O1C=CC2=C1C=CC(=C2)C(=O)OC (methyl benzofuran-5-carboxylate), aqueous solution. Run in CO (MeOH), [OH-].[Na+] (sodium hydroxide). Run at temperature 65 celsius. Product: O1C=CC2=C1C=CC(=C2)C(=O)O (benzofuran-5-carboxylic acid). Isolated yield 100.3%. Reaction SMILES: [O:1]1[C:5]2[CH:6]=[CH:7][C:8]([C:10]([O:12]C)=[O:11])=[CH:9][C:4]=2[CH:3]=[CH:2]1>CO.[OH-].[Na+]>[O:1]1[C:5]2[CH:6]=[CH:7][C:8]([C:10]([OH:12])=[O:11])=[CH:9][C:4]=2[CH:3]=[CH:2]1 |f:2.3|. Procedure details: A stirred mixture of methyl benzofuran-5-carboxylate (1.3 g, 7.38 mmol) in MeOH (51 mL) and sodium hydroxide (41 mL of a 5% aqueous solution) is heated to 65° C. for 4 h. The mixture is cooled to rt, and MeOH is removed in vacuo. The remaining aqueous layer is extracted with CH2Cl2. The CH2Cl2 layer is discarded, and the aqueous layer is acidified to pH=1 with concentrated hydrochloric acid. The aqueous layer is extracted with CHCl3. The organic layer is washed with water, dried (MgSO4), filtere... Reactants: [O-]B([O-])Oc1ccccc1, CCO, Cc1ccccc1, CNc1nc(Cl)ccc1[N+](=O)[O-], [Na+], [Na+], O=C([O-])[O-], [OH-], [OH-], [Pd+2]. The product is CNc1nc(-c2ccccc2)ccc1[N+](=O)[O-]. As a reaction SMILES: [B:19]([O-:20])([O-:27])[O:28][c:21]1[cH:22][cH:23][cH:24][cH:25][cH:26]1.[CH3:29][CH2:30][OH:31].[CH3:35][c:36]1[cH:37][cH:38][cH:39][cH:40][cH:41]1.[Cl:7][c:8]1[cH:9][cH:10][c:11]([N+:16](=[O:17])[O-:18])[c:12]([NH:14][CH3:15])[n:13]1.[Na+:1].[Na+:2].[O-:3][C:4](=[O:5])[O-:6].[OH-:32].[OH-:34].[Pd+2:33]>>[c:8]1(-[c:21]2[cH:22][cH:23][cH:24][cH:25][cH:26]2)[cH:9][cH:10][c:11]([N+:16](=[O:17])[O-:18])[c:12]([NH:14][CH3:15])[n:13]1. Reactants: Cl.ClCC1=C2C=CC=NC2=C(C=C1)O (5-chloromethyl-8-hydroxyquinoline hydrochloride), N1C=NC=C1 (imidazole), C(C)(C)N(CC)C(C)C (diisopropylethylamine). Solvent: C(Cl)(Cl)Cl (CHCl3). Run at time 24 hour. The product is N1(C=NC=C1)CC1=C2C=CC=NC2=C(C=C1)O (5-(imidazol-1-ylmethyl)-8-hydroxyquinoline). The yield is 24.6%. RXN SMILES: Cl.Cl[CH2:3][C:4]1[CH:13]=[CH:12][C:11]([OH:14])=[C:10]2[C:5]=1[CH:6]=[CH:7][CH:8]=[N:9]2.[NH:15]1[CH:19]=[CH:18][N:17]=[CH:16]1.C(N(C(C)C)CC)(C)C>C(Cl)(Cl)Cl>[N:15]1([CH2:3][C:4]2[CH:13]=[CH:12][C:11]([OH:14])=[C:10]3[C:5]=2[CH:6]=[CH:7][CH:8]=[N:9]3)[CH:19]=[CH:18][N:17]=[CH:16]1 |f:0.1|. Reported procedure: A mixture of 5-chloromethyl-8-hydroxyquinoline hydrochloride (3.45 g; 15 mmol), imidazole (1.02 g; 15 mmol) and diisopropylethylamine (5.25 ml; 30 mmol) in CHCl3 (60 ml) was stirred for 24 h at room temperature and then for 3 h at 60° C. After cooling, the mixture was evaporated, washed with ethyl acetate (50 ml) and then hexane (50 ml). The residue was crystallized from a mixture of toluene and ethanol (abs.) to give 0.83 g (29%) of title product. M.p. 182° C. The reactants are FC([C@H](OC1=CC=C(C=C1)N1C(C2(CCC3(CO3)CC2)CC1)=O)C)(F)F (8-[4-((R)-2,2,2-trifluoro-1-methyl-ethoxy)-phenyl]-1-oxa-8-aza-dispiro[2.2.4.2]dodecan-7-one), CC1=CC=C(C=C1)S(=O)(=O)O (tosic acid). Run in C(C)(=O)OCC (ethyl acetate), C(Cl)(Cl)Cl (chloroform). Conditions: time 8 hour. Product: O=C1N(CCC12CCC(CC2)C=O)C2=CC=C(C=C2)O[C@@H](C(F)(F)F)C (1-oxo-2-[4-((R)-2,2,2-trifluoro-1-methyl-ethoxy)-phenyl]-2-aza-spiro[4.5]decane-8-carbaldehyde). The yield is 14.0%. Reaction SMILES: [F:1][C:2]([F:26])([F:25])[C@@H:3]([CH3:24])[O:4][C:5]1[CH:10]=[CH:9][C:8]([N:11]2[CH2:22][CH2:21][C:13]3([CH2:20][CH2:19][C:16]4([O:18][CH2:17]4)[CH2:15][CH2:14]3)[C:12]2=[O:23])=[CH:7][CH:6]=1.CC1C=CC(S(O)(=O)=O)=CC=1>C(Cl)(Cl)Cl.C(OCC)(=O)C>[O:23]=[C:12]1[C:13]2([CH2:14][CH2:15][CH:16]([CH:17]=[O:18])[CH2:19][CH2:20]2)[CH2:21][CH2:22][N:11]1[C:8]1[CH:7]=[CH:6][C:5]([O:4][C@H:3]([CH3:24])[C:2]([F:25])([F:1])[F:26])=[CH:10][CH:9]=1. Reported procedure: To a solution of 8-[4-((R)-2,2,2-trifluoro-1-methyl-ethoxy)-phenyl]-1-oxa-8-aza-dispiro[2.2.4.2]dodecan-7-one (50 mg, 135 umol, obtained in example 252, Step 2) in chloroform was added tosic acid (26 mg, 135 umol) and the reaction mixture was stirred overnight at room temperature and then diluted with ethyl acetate. The organic layer was washed with brine, dried (Na2SO4), filtered and concentrated in vacuo to give a crude residue which was purified by flash column chromatography (grad 0% to 80% ... Starting materials: [BH4-].[Na+] (Sodium borohydride), ONC(C(CCCC1=CC=CC=C1)CS(=O)(=O)C1=CC=C(C=C1)C(C1=CC=CC=C1)=O)=O (2-(4-Benzoylphenylsulfonylmethyl)-5-phenylpentanoic Acid N-Hydroxy Amide). Solvent: CO (MeOH). Run at time 2 hour. The product is ONC(C(CCCC1=CC=CC=C1)CS(=O)(=O)C1=CC=C(C=C1)C(C1=CC=CC=C1)O)=O (2-((4-(1-Hydroxy-1-phenylmethyl)phenyl)sulfonyl-methyl)-5-phenylpentanoic Acid N-Hydroxy Amide). Isolated yield 95.1%. RXN SMILES: [BH4-].[Na+].[OH:3][NH:4][C:5](=[O:34])[CH:6]([CH2:16][S:17]([C:20]1[CH:25]=[CH:24][C:23]([C:26](=[O:33])[C:27]2[CH:32]=[CH:31][CH:30]=[CH:29][CH:28]=2)=[CH:22][CH:21]=1)(=[O:19])=[O:18])[CH2:7][CH2:8][CH2:9][C:10]1[CH:15]=[CH:14][CH:13]=[CH:12][CH:11]=1>CO>[OH:3][NH:4][C:5](=[O:34])[CH:6]([CH2:16][S:17]([C:20]1[CH:21]=[CH:22][C:23]([CH:26]([OH:33])[C:27]2[CH:32]=[CH:31][CH:30]=[CH:29][CH:28]=2)=[CH:24][CH:25]=1)(=[O:18])=[O:19])[CH2:7][CH2:8][CH2:9][C:10]1[CH:11]=[CH:12][CH:13]=[CH:14][CH:15]=1 |f:0.1|. Procedure: Sodium borohydride (0.38 g) was added to a solution of example 58 (0.45 g) in MeOH (100 ml) and the solution was stirred for 2 h, then evaporated and the residue dissolved in water, acidified with citirc acid and extracted with ethyl acetate. The organic layer was washed with brine, dried and evaporated to give the crude product, which was purified by column chromatography, eluting with 7% MeOH in dichloromethane to give the title compound (0.43 g, 95%) as white solid. Reactants: CC=1C=C(C=NC1)C=O (5-methyl-pyridine-3-carbaldehyde), OC1=C2C=CN(C2=CC=C1)C (4-hydroxy-1-methyl-indole), C(CC#N)#N (malononitrile), N1CCCCC1 (piperidine). Run in C(C)O (ethanol). Run at time 8 hour. Product: NC=1OC2=C3C(=CC=C2C(C1C#N)C=1C=NC=C(C1)C)N(C=C3)C (2-Amino-3-cyano-4-(5-methyl-pyridin-3-yl)-7-methyl-4H-pyrrolo[2,3-h]chromene). Reaction SMILES: [CH3:1][C:2]1[CH:3]=[C:4]([CH:8]=O)[CH:5]=[N:6][CH:7]=1.[OH:10][C:11]1[CH:19]=[CH:18][CH:17]=[C:16]2[C:12]=1[CH:13]=[CH:14][N:15]2[CH3:20].[C:21](#[N:25])[CH2:22][C:23]#[N:24].N1CCCCC1>C(O)C>[NH2:25][C:21]1[O:10][C:11]2[C:19]([CH:8]([C:4]3[CH:5]=[N:6][CH:7]=[C:2]([CH3:1])[CH:3]=3)[C:22]=1[C:23]#[N:24])=[CH:18][CH:17]=[C:16]1[N:15]([CH3:20])[CH:14]=[CH:13][C:12]=21. Procedure details: To a solution of 5-methyl-pyridine-3-carbaldehyde (121 mg, 1 mmol) and 4-hydroxy-1-methyl-indole (146 mg, 0.99 mmol) in absolute ethanol (5 mL) at 0° C., was added malononitrile (67 mg, 1.01 mmol) and piperidine (0.1 mL). The clear solution was slowly warmed to room temperature and stirred overnight. The product was collected by vacuum filtration, washed with ethanol, and dried in vacuo as a yellow powder (269 mg, 86%). 1H NMR (CDCl3): 8.34 (d, J=2.1 Hz, 1H), 8.31 (dd, J=0.6, 2.1 Hz, 1H), 7.29 (...